The task is: describe an organic reaction: reactants, conditions, products, and yield. This data is from the Open Reaction Database (ORD), a public repository of structured organic reaction records. As a reaction SMILES: Cl[CH2:2][C:3]1[CH:12]=[CH:11][C:10]2[C:5](=[CH:6][CH:7]=[CH:8][CH:9]=2)[N:4]=1.[Cl:13][C:14]1[CH:15]=[C:16]([CH2:21][C:22]([O:24][CH3:25])=[O:23])[CH:17]=[CH:18][C:19]=1[OH:20].[OH-].[Na+]>>[Cl:13][C:14]1[CH:15]=[C:16]([CH2:21][C:22]([O:24][CH3:25])=[O:23])[CH:17]=[CH:18][C:19]=1[O:20][CH2:2][C:3]1[CH:12]=[CH:11][C:10]2[C:5](=[CH:6][CH:7]=[CH:8][CH:9]=2)[N:4]=1 |f:2.3|. The product is ClC=1C=C(C=CC1OCC1=NC2=CC=CC=C2C=C1)CC(=O)OC (Methyl 2-[3-chloro-4-(quinolin-2-yl-methoxy)phenyl]acetate). Starting materials: ClCC1=NC2=CC=CC=C2C=C1 (2-chloromethylquinoline), ClC=1C=C(C=CC1O)CC(=O)OC (methyl 3-chloro-4-hydroxyphenylacetate), [OH-].[Na+] (sodium hydroxide). Reported procedure: The title compound is prepared in analogy to the procedure of Example XIV from 5.3 g (0.03 mol) of 2-chloromethylquinoline, 6 g (0.03 mol) of methyl 3-chloro-4-hydroxyphenylacetate and 1.2 g (0.03 mol) of sodium hydroxide. The reactants are CNC[C@H](O)[C@@H](O)[C@H](O)[C@H](O)CO (N-methylglucamine), C(C=C)#N (acrylonitrile). The solvent is CO (methanol). Conditions: temperature 63 celsius. Yields the product CN(C[C@H](O)[C@@H](O)[C@H](O)[C@H](O)CO)CCC#N (N-Methyl-N-(β-cyanoethyl)-glucamine). RXN SMILES: [CH3:1][NH:2][CH2:3][C@@H:4]([C@H:6]([C@@H:8]([C@@H:10]([CH2:12][OH:13])[OH:11])[OH:9])[OH:7])[OH:5].[C:14](#[N:17])[CH:15]=[CH2:16]>CO>[CH3:1][N:2]([CH2:16][CH2:15][C:14]#[N:17])[CH2:3][C@@H:4]([C@H:6]([C@@H:8]([C@@H:10]([CH2:12][OH:13])[OH:11])[OH:9])[OH:7])[OH:5]. Procedure details: 607 g (3.1 mol) of N-methylglucamine (NMG) are suspended in 729 g of methanol in a 2 l four-necked flask with a stirrer, dropping funnel, reflux condenser and thermometer. The reaction mixture is heated to 63° C., while stirring. 163 g (3.1 mol) of acrylonitrile are added dropwise in the course of 30 minutes. When the addition has ended, the clear solution is stirred at 63° C. for a further 3 hours. According to analysis by gas chromatography, the conversion in the reaction is complete, so that ... Reactants: NC1=NC=CC(=C1)CO ((2-aminopyridin-4-yl)methanol), [H-].[Na+] (sodium hydride), FC1=C(C(=C(C=C1)[N+](=O)[O-])C)C (1-fluoro-2,3-dimethyl-4-nitrobenzene). The solvent is CN(C)C=O (DMF), CN(C)C=O (DMF), C(C)#N (acetonitrile), [NH4+].[Cl-] (NH4Cl). Run at temperature 0 celsius. Yields the product CC1=C(OCC2=CC(=NC=C2)N)C=CC(=C1C)[N+](=O)[O-] (4-((2,3-Dimethyl-4-nitrophenoxy)methyl)pyridin-2-amine), Intermediate C3. As a reaction SMILES: [NH2:1][C:2]1[CH:7]=[C:6]([CH2:8][OH:9])[CH:5]=[CH:4][N:3]=1.[H-].[Na+].F[C:13]1[CH:18]=[CH:17][C:16]([N+:19]([O-:21])=[O:20])=[C:15]([CH3:22])[C:14]=1[CH3:23]>CN(C=O)C.[NH4+].[Cl-].C(#N)C>[CH3:23][C:14]1[C:15]([CH3:22])=[C:16]([N+:19]([O-:21])=[O:20])[CH:17]=[CH:18][C:13]=1[O:9][CH2:8][C:6]1[CH:5]=[CH:4][N:3]=[C:2]([NH2:1])[CH:7]=1 |f:1.2,5.6|. Reported procedure: To a stirred solution of (2-aminopyridin-4-yl)methanol (1.33 g, 10.8 mmol) in DMF (10 mL) at 0° C. was added sodium hydride (60% dispersion in mineral oil, 537 mg, 13.4 mmol) and the reaction mixture maintained at 0° C. for 5 min and then warmed to RT for 1 hr. The mixture was re-cooled to 0° C., treated with a solution of 1-fluoro-2,3-dimethyl-4-nitrobenzene (2.00 g, 12.0 mmol) in DMF (5.0 mL) and after 2 min was warmed to RT. After 20 hr the reaction mixture was diluted with saturated aq. NH4C...